From a dataset of the Open Reaction Database (ORD), a public repository of structured organic reaction records. describe an organic reaction: reactants, conditions, products, and yield Reactants: CCOC(=O)CBr, Cl, [H-], [Na+], CN(C)C=O, O, CCCCC(=O)c1c(-c2ccc3cc(O)ccc3c2)oc2ccccc12. The product is CCCCC(=O)c1c(-c2ccc3cc(OCC(=O)OCC)ccc3c2)oc2ccccc12. As a reaction SMILES: [Br:29][CH2:30][C:31](=[O:32])[O:33][CH2:34][CH3:35].[ClH:36].[H-:27].[Na+:28].[O:37]=[CH:38][N:39]([CH3:40])[CH3:41].[OH2:42].[OH:1][c:2]1[cH:3][c:4]2[cH:5][cH:6][c:7](-[c:12]3[o:13][c:14]4[c:15]([c:16]3[C:17]([CH2:18][CH2:19][CH2:20][CH3:21])=[O:22])[cH:23][cH:24][cH:25][cH:26]4)[cH:8][c:9]2[cH:10][cH:11]1>>[O:1]([c:2]1[cH:3][c:4]2[cH:5][cH:6][c:7](-[c:12]3[o:13][c:14]4[c:15]([c:16]3[C:17]([CH2:18][CH2:19][CH2:20][CH3:21])=[O:22])[cH:23][cH:24][cH:25][cH:26]4)[cH:8][c:9]2[cH:10][cH:11]1)[CH2:30][C:31](=[O:32])[O:33][CH2:34][CH3:35]. Reactants: FC1=CC=C(C=C1)N1N=CC2=CC(=CC=C12)S[C@@H]([C@H](C)NS(=O)(=O)CC[Si](C)(C)C)C1=CC=CC=C1 (N-((1R,2S)-1-(1-(4-fluorophenyl)-1H-indazol-5-ylthio)-1-phenylpropan-2-yl)-2-(trimethylsilyl)ethanesulfonamide), CN(C)C=O (DMF). Conditions: temperature 95 celsius. Product: FC1=CC=C(C=C1)N1N=CC2=CC(=CC=C12)S[C@@H]([C@H](C)N)C1=CC=CC=C1 ((1R,2S)-1-(1-(4-fluorophenyl)-1H-indazol-5-ylthio)-1-phenylpropan-2-amine). Isolated yield 79.5%. Reaction SMILES: [F:1][C:2]1[CH:7]=[CH:6][C:5]([N:8]2[C:16]3[C:11](=[CH:12][C:13]([S:17][C@H:18]([C:31]4[CH:36]=[CH:35][CH:34]=[CH:33][CH:32]=4)[C@@H:19]([NH:21]S(CC[Si](C)(C)C)(=O)=O)[CH3:20])=[CH:14][CH:15]=3)[CH:10]=[N:9]2)=[CH:4][CH:3]=1.CN(C=O)C>>[F:1][C:2]1[CH:7]=[CH:6][C:5]([N:8]2[C:16]3[C:11](=[CH:12][C:13]([S:17][C@H:18]([C:31]4[CH:32]=[CH:33][CH:34]=[CH:35][CH:36]=4)[C@@H:19]([NH2:21])[CH3:20])=[CH:14][CH:15]=3)[CH:10]=[N:9]2)=[CH:4][CH:3]=1. Procedure: To N-((1R,2S)-1-(1-(4-fluorophenyl)-1H-indazol-5-ylthio)-1-phenylpropan-2-yl)-2-(trimethylsilyl)ethanesulfonamide (103a, 0.042 g, 0.08 mmol) in DMF (2 mL) cesium fluoride (8.60 μL, 0.23 mmol) was added and the mixture was stirred at 95° C. Stirring was continued at that temperature O/N. Cooled at rt the solvent was removed and the mixture was partitioned between EtOAc/water the organic phase was than purified with HPLC The relevant fractions were collected freezdried to give 24 mg of product (84... The reactants are CS(=O)(=O)c1ccc(OC2CCN(c3ccnc4ccc(Br)cc34)CC2)cc1, OB(O)c1cnn(C(c2ccccc2)(c2ccccc2)c2ccccc2)c1. Yields the product CS(=O)(=O)c1ccc(OC2CCN(c3ccnc4ccc(-c5cnn(C(c6ccccc6)(c6ccccc6)c6ccccc6)c5)cc34)CC2)cc1. RXN SMILES: [Br:1][c:2]1[cH:3][c:4]2[c:5]([N:12]3[CH2:13][CH2:14][CH:15]([O:18][c:19]4[cH:20][cH:21][c:22]([S:25](=[O:26])(=[O:27])[CH3:28])[cH:23][cH:24]4)[CH2:16][CH2:17]3)[cH:6][cH:7][n:8][c:9]2[cH:10][cH:11]1.[C:29]([c:30]1[cH:31][cH:32][cH:33][cH:34][cH:35]1)([c:36]1[cH:37][cH:38][cH:39][cH:40][cH:41]1)([c:42]1[cH:43][cH:44][cH:45][cH:46][cH:47]1)[n:48]1[n:49][cH:50][c:51]([B:53]([OH:54])[OH:55])[cH:52]1>>[c:2]1(-[c:51]2[cH:50][n:49][n:48]([C:29]([c:30]3[cH:31][cH:32][cH:33][cH:34][cH:35]3)([c:36]3[cH:37][cH:38][cH:39][cH:40][cH:41]3)[c:42]3[cH:43][cH:44][cH:45][cH:46][cH:47]3)[cH:52]2)[cH:3][c:4]2[c:5]([N:12]3[CH2:13][CH2:14][CH:15]([O:18][c:19]4[cH:20][cH:21][c:22]([S:25](=[O:26])(=[O:27])[CH3:28])[cH:23][cH:24]4)[CH2:16][CH2:17]3)[cH:6][cH:7][n:8][c:9]2[cH:10][cH:11]1. Reactants: O=C([O-])[O-], O=C([O-])O, CS(C)=O, CCOC(C)=O, CC(C)N1CCN(C(=O)C2CCNCC2)CC1, N#Cc1ccc(Cl)nc1, [K+], [K+], [Na+]. Yields the product CC(C)N1CCN(C(=O)C2CCN(c3ccc(C#N)cn3)CC2)CC1, Cl. As a reaction SMILES: [C:27](=[O:28])([O-:29])[O-:30].[C:33](=[O:34])([O-:35])[OH:36].[CH3:38][S:39]([CH3:40])=[O:41].[CH3:42][CH2:43][O:44][C:45]([CH3:46])=[O:47].[CH:1]([CH3:2])([CH3:3])[N:4]1[CH2:5][CH2:6][N:7]([C:10](=[O:11])[CH:12]2[CH2:13][CH2:14][NH:15][CH2:16][CH2:17]2)[CH2:8][CH2:9]1.[Cl:18][c:19]1[n:20][cH:21][c:22]([C:25]#[N:26])[cH:23][cH:24]1.[K+:31].[K+:32].[Na+:37]>>[CH:1]([CH3:2])([CH3:3])[N:4]1[CH2:5][CH2:6][N:7]([C:10](=[O:11])[CH:12]2[CH2:13][CH2:14][N:15]([c:19]3[n:20][cH:21][c:22]([C:25]#[N:26])[cH:23][cH:24]3)[CH2:16][CH2:17]2)[CH2:8][CH2:9]1.[ClH:18]. Reactants: CO, CCOC(=O)C=C1CC(C)CC(C)C1. Reaction SMILES: [CH3:15][OH:16].[CH3:1][CH:2]1[CH2:3][C:4](=[CH:9][C:10](=[O:11])[O:12][CH2:13][CH3:14])[CH2:5][CH:6]([CH3:8])[CH2:7]1>>[CH3:1][CH:2]1[CH2:3][CH:4]([CH2:9][C:10](=[O:11])[O:12][CH2:13][CH3:14])[CH2:5][CH:6]([CH3:8])[CH2:7]1. Yields the product CCOC(=O)CC1CC(C)CC(C)C1. The reactants are COC(CC1=C(C(=CC=C1)C)[N+](=O)[O-])OC (1-(2,2-dimethoxyethyl)-3-methyl-2-nitrobenzene). Reagents/catalysts: [Pd] (palladium on carbon). Solvent: CO (methanol). Reaction conditions: time 8 hour. The product is COC(CC1=C(N)C(=CC=C1)C)OC (2-(2,2-Dimethoxyethyl)-6-methylaniline). Yield: 102.8%. As a reaction SMILES: [CH3:1][O:2][CH:3]([O:15][CH3:16])[CH2:4][C:5]1[CH:10]=[CH:9][CH:8]=[C:7]([CH3:11])[C:6]=1[N+:12]([O-])=O>CO.[Pd]>[CH3:1][O:2][CH:3]([O:15][CH3:16])[CH2:4][C:5]1[CH:10]=[CH:9][CH:8]=[C:7]([CH3:11])[C:6]=1[NH2:12]. Procedure: Add to a round bottomed flask containing 1-(2,2-dimethoxyethyl)-3-methyl-2-nitrobenzene (1.1 g) in methanol (50 mL), 10% palladium on carbon (0.13 g). Purge with nitrogen then place under a hydrogen atmosphere using a balloon of hydrogen. Stir overnight at room temperature. Filter through Celite, wash with methanol. Concentrate to give product (0.98 g, 103%) as a clear oil. 1H NMR (400 MHz, DMSO-d6) δ 2.05 (s, 3H), 2.71 (d, J=5.36 Hz, 211), 3.23 (s, 6H), 4.52 (m, 3H), 6.42 (m, 1H), 6.80 (d, J=7.... The reactants are C(#N)C=1C=C(C=C(C1OC)OC)C(C(=O)OCCCCCC)=O (hexyl (3-cyano-4,5-dimethoxyphenyl)glyoxylate), B(Br)(Br)Br (boron tribromide), CO (methanol). Solvent: C(Cl)Cl (methylene chloride), C(Cl)Cl (methylene chloride). Run at time 18 hour. The product is C(#N)C=1C=C(C=C(C1O)O)C(C(=O)OC)=O (methyl (3-cyano-4,5-dihydroxyphenyl)glyoxylate). As a reaction SMILES: B(Br)(Br)Br.[C:5]([C:7]1[CH:8]=[C:9]([C:17](=[O:27])[C:18]([O:20][CH2:21]CCCCC)=[O:19])[CH:10]=[C:11]([O:15]C)[C:12]=1[O:13]C)#[N:6].CO>C(Cl)Cl>[C:5]([C:7]1[CH:8]=[C:9]([C:17](=[O:27])[C:18]([O:20][CH3:21])=[O:19])[CH:10]=[C:11]([OH:15])[C:12]=1[OH:13])#[N:6]. Procedure details: 4.8 ml of boron tribromide dissolved in 20 ml of methylene chloride are added dropwise while cooling with ice within 20 minutes to 4.0 g of hexyl (3-cyano-4,5-dimethoxyphenyl)glyoxylate dissolved in 100 ml of methylene chloride and the reaction mixture is stirred at room temperature for 18 hours. 40 ml of methanol are subsequently added dropwise thereto at -60° , the mixture is stirred at room temperature for 1 hour and evaporated. The residue is taken up in methanol. It is heated under reflux f... The reactants are Cn1nccc1-c1cc([N+](=O)[O-])ccc1OCCBr, O=C1CCC(=O)N1Br, CN(C)C=O. Yields the product Cn1ncc(Br)c1-c1cc([N+](=O)[O-])ccc1OCCBr. Reaction SMILES: [Br:1][CH2:2][CH2:3][O:4][c:5]1[c:6](-[c:14]2[cH:15][cH:16][n:17][n:18]2[CH3:19])[cH:7][c:8]([N+:11](=[O:12])[O-:13])[cH:9][cH:10]1.[Br:20][N:21]1[C:22](=[O:23])[CH2:24][CH2:25][C:26]1=[O:27].[O:28]=[CH:29][N:30]([CH3:31])[CH3:32]>>[Br:1][CH2:2][CH2:3][O:4][c:5]1[c:6](-[c:14]2[c:15]([Br:20])[cH:16][n:17][n:18]2[CH3:19])[cH:7][c:8]([N+:11](=[O:12])[O-:13])[cH:9][cH:10]1.